Dataset: the Open Reaction Database (ORD), a public repository of structured organic reaction records. Task: describe an organic reaction: reactants, conditions, products, and yield Reactants: COC=1C=C2C(=NC=NC2=CC1OC)OC1=CC=C(N)C=C1 (4-[(6,7-Dimethoxy-4-quinazolinyl)oxy]aniline), S(=O)(Cl)Cl (thionyl chloride), CC1=C(C=CC=C1)CCC(=O)O (3-(2-methylphenyl)propanoic acid), CC1=C(C=CC=C1)CCC(=O)N=C=S (3-(2-methylphenyl)propanoyl isothiocyanate), CC1=C(C=CC=C1)CCC(=O)Cl (3-(2-methylphenyl)propanoyl chloride). Solvent: C1(=CC=CC=C1)C (toluene), C(C)O (ethanol), C1(=CC=CC=C1)C (Toluene), C(C)O (ethanol). Run at temperature 100 celsius, time 2 hour. Product: COC=1C=C2C(=NC=NC2=CC1OC)OC1=CC=C(C=C1)NC(=S)NC(CCC1=C(C=CC=C1)C)=O (N-{4-[(6,7-Dimethoxy-4-quinazolinyl)oxy]phenyl}-N′-[3-(2-methylphenyl)propanoyl]thiourea). The yield is 57.0%. RXN SMILES: S(Cl)(Cl)=O.CC1C=CC=CC=1CCC(O)=O.CC1C=CC=CC=1CCC(Cl)=O.[CH3:29][O:30][C:31]1[CH:32]=[C:33]2[C:38](=[CH:39][C:40]=1[O:41][CH3:42])[N:37]=[CH:36][N:35]=[C:34]2[O:43][C:44]1[CH:50]=[CH:49][C:47]([NH2:48])=[CH:46][CH:45]=1.[CH3:51][C:52]1[CH:57]=[CH:56][CH:55]=[CH:54][C:53]=1[CH2:58][CH2:59][C:60]([N:62]=[C:63]=[S:64])=[O:61]>C1(C)C=CC=CC=1.C(O)C>[CH3:29][O:30][C:31]1[CH:32]=[C:33]2[C:38](=[CH:39][C:40]=1[O:41][CH3:42])[N:37]=[CH:36][N:35]=[C:34]2[O:43][C:44]1[CH:50]=[CH:49][C:47]([NH:48][C:63]([NH:62][C:60](=[O:61])[CH2:59][CH2:58][C:53]2[CH:54]=[CH:55][CH:56]=[CH:57][C:52]=2[CH3:51])=[S:64])=[CH:46][CH:45]=1. Procedure details: Toluene (20 ml) and thionyl chloride (1 ml) were added to commercially available 3-(2-methylphenyl)propanoic acid (80 mg), and the mixture was heated at 100° C. for one hr. The solvent was removed by distillation, and 3-(2-methylphenyl)propanoyl isothiocyanate was prepared using the resultant 3-(2-methylphenyl)propanoyl chloride as a starting compound according to the description of the literature. 4-[(6,7-Dimethoxy-4-quinazolinyl)oxy]aniline (50 mg) was dissolved in toluene (5 ml) and ethanol (...